The task is: describe an organic reaction: reactants, conditions, products, and yield. This data is from the Open Reaction Database (ORD), a public repository of structured organic reaction records. Starting materials: COc1ccc2c(Nc3c(Cl)cncc3Cl)cc(=O)[nH]c2c1OCCCCCCCl, NCCO. Product: COc1ccc2c(Nc3c(Cl)cncc3Cl)cc(=O)[nH]c2c1OCCCCCCNCCO. As a reaction SMILES: [Cl:1][CH2:2][CH2:3][CH2:4][CH2:5][CH2:6][CH2:7][O:8][c:9]1[c:10]([O:29][CH3:30])[cH:11][cH:12][c:13]2[c:14]([NH:20][c:21]3[c:22]([Cl:28])[cH:23][n:24][cH:25][c:26]3[Cl:27])[cH:15][c:16](=[O:19])[nH:17][c:18]12.[NH2:31][CH2:32][CH2:33][OH:34]>>[CH2:2]([CH2:3][CH2:4][CH2:5][CH2:6][CH2:7][O:8][c:9]1[c:10]([O:29][CH3:30])[cH:11][cH:12][c:13]2[c:14]([NH:20][c:21]3[c:22]([Cl:28])[cH:23][n:24][cH:25][c:26]3[Cl:27])[cH:15][c:16](=[O:19])[nH:17][c:18]12)[NH:31][CH2:32][CH2:33][OH:34]. Yields the product COCCNCCOc1cc2ncnc(Cl)c2cc1OC. Reactants: COCCNCCOc1cc2nc[nH]c(=O)c2cc1OC, CN(C)C=O, O=S(Cl)Cl. As a reaction SMILES: [CH3:1][O:2][c:3]1[cH:4][c:5]2[c:6](=[O:21])[nH:7][cH:8][n:9][c:10]2[cH:11][c:12]1[O:13][CH2:14][CH2:15][NH:16][CH2:17][CH2:18][O:19][CH3:20].[O:26]=[CH:27][N:28]([CH3:29])[CH3:30].[S:22]([Cl:23])([Cl:24])=[O:25]>>[CH3:1][O:2][c:3]1[cH:4][c:5]2[c:6]([Cl:24])[n:7][cH:8][n:9][c:10]2[cH:11][c:12]1[O:13][CH2:14][CH2:15][NH:16][CH2:17][CH2:18][O:19][CH3:20]. Starting materials: CC(C)(C)OC(=O)Nc1ccc(NC(=O)OC(C)(C)C)c(Br)c1, [Li]C(C)(C)C, [Li]C, CCOCC, CC=O, O. Product: CC(O)c1cc(NC(=O)OC(C)(C)C)ccc1NC(=O)OC(C)(C)C. Reaction SMILES: [C:1]([CH3:2])([CH3:3])([CH3:4])[O:5][C:6]([NH:7][c:8]1[cH:9][c:10]([Br:22])[c:11]([NH:14][C:15](=[O:16])[O:17][C:18]([CH3:19])([CH3:20])[CH3:21])[cH:12][cH:13]1)=[O:23].[C:26]([Li:27])([CH3:28])([CH3:29])[CH3:30].[CH3:24][Li:25].[CH3:34][CH2:35][O:36][CH2:37][CH3:38].[CH:31]([CH3:32])=[O:33].[OH2:39]>>[C:1]([CH3:2])([CH3:3])([CH3:4])[O:5][C:6]([NH:7][c:8]1[cH:9][c:10]([CH:31]([CH3:32])[OH:33])[c:11]([NH:14][C:15](=[O:16])[O:17][C:18]([CH3:19])([CH3:20])[CH3:21])[cH:12][cH:13]1)=[O:23]. Starting materials: Cl.Cl.C12CN(CC(CC1)CC2)CCN2CC1=C(CC2)C2=C(OC1=O)C=C(C(=C2)OC)OC (3-[2-(3-azabicyclo[3.2.2]non-3-yl)ethyl]-1,2,3,4-tetrahydro-8,9-dimethoxy-5H-[1]benzopyrano[3,4-c]pyridin-5-one dihydrochloride), Br (hydrobromic acid). The product is Br.Br.C12CN(CC(CC1)CC2)CCN2CC1=C(CC2)C2=C(OC1=O)C=C(C(=C2)O)O (3-[2-(3-Azabicyclo[3.2.2]non-3-yl)ethyl]-1,2,3,4-tetrahydro-8,9-dihydroxy-5H-[1]benzopyrano[3,4-c]pyridin-5-one dihydrobromide). As a reaction SMILES: Cl.Cl.[CH:3]12[CH2:11][CH2:10][CH:7]([CH2:8][CH2:9]1)[CH2:6][N:5]([CH2:12][CH2:13][N:14]1[CH2:19][CH2:18][C:17]3[C:20]4[CH:28]=[C:27]([O:29]C)[C:26]([O:31]C)=[CH:25][C:21]=4[O:22][C:23](=[O:24])[C:16]=3[CH2:15]1)[CH2:4]2.[BrH:33]>>[BrH:33].[BrH:33].[CH:3]12[CH2:11][CH2:10][CH:7]([CH2:8][CH2:9]1)[CH2:6][N:5]([CH2:12][CH2:13][N:14]1[CH2:19][CH2:18][C:17]3[C:20]4[CH:28]=[C:27]([OH:29])[C:26]([OH:31])=[CH:25][C:21]=4[O:22][C:23](=[O:24])[C:16]=3[CH2:15]1)[CH2:4]2 |f:0.1.2,4.5.6|. Procedure: A solution of 3-[2-(3-azabicyclo[3.2.2]non-3-yl)ethyl]-1,2,3,4-tetrahydro-8,9-dimethoxy-5H-[1]benzopyrano[3,4-c]pyridin-5-one dihydrochloride (10.0 g, 0.020 moles) and 48% aqueous hydrobromic acid (100 ml) is stirred at reflux for 16 hours. The dihydrobromide product (10.7 g) is used as an intermediate without additional purification. A sample recrystallized from aqueous methanol/N,N-dimethylformamide had mp 270° C. (dec). Starting materials: CCOC(=O)CCc1cn(Cc2ccc(OCc3cccnc3)cc2)nc1OCC, CCO, Cl, [Na+], C1CCOC1, [OH-]. The product is CCOc1nn(Cc2ccc(OCc3cccnc3)cc2)cc1CCC(=O)O. Reaction SMILES: [CH2:1]([CH3:2])[O:3][c:4]1[n:5][n:6]([CH2:16][c:17]2[cH:18][cH:19][c:20]([O:23][CH2:24][c:25]3[cH:26][n:27][cH:28][cH:29][cH:30]3)[cH:21][cH:22]2)[cH:7][c:8]1[CH2:9][CH2:10][C:11](=[O:12])[O:13][CH2:14][CH3:15].[CH3:38][CH2:39][OH:40].[ClH:41].[Na+:32].[O:33]1[CH2:34][CH2:35][CH2:36][CH2:37]1.[OH-:31]>>[CH2:1]([CH3:2])[O:3][c:4]1[n:5][n:6]([CH2:16][c:17]2[cH:18][cH:19][c:20]([O:23][CH2:24][c:25]3[cH:26][n:27][cH:28][cH:29][cH:30]3)[cH:21][cH:22]2)[cH:7][c:8]1[CH2:9][CH2:10][C:11](=[O:12])[OH:13]. Starting materials: ClC=1N=C(C2=C(N1)C(=NC=N2)SC)N2CCS(CC2)=O (2-chloro-8-methylthio-4-(1-oxido-thiomorpholino)-pyrimido-[5,4-d]-pyrimidine), N1CCNCC1 (piperazine). Product: CSC1=NC=NC2=C1N=C(N=C2N2CCS(CC2)=O)N2CCNCC2 (8-Methylthio-4-(1-oxido-thiomorpholino)-2-piperazino-pyrimido-[5,4-d]-pyrimidine). As a reaction SMILES: Cl[C:2]1[N:3]=[C:4]([N:14]2[CH2:19][CH2:18][S:17](=[O:20])[CH2:16][CH2:15]2)[C:5]2[N:11]=[CH:10][N:9]=[C:8]([S:12][CH3:13])[C:6]=2[N:7]=1.[NH:21]1[CH2:26][CH2:25][NH:24][CH2:23][CH2:22]1>>[CH3:13][S:12][C:8]1[C:6]2[N:7]=[C:2]([N:21]3[CH2:26][CH2:25][NH:24][CH2:23][CH2:22]3)[N:3]=[C:4]([N:14]3[CH2:19][CH2:18][S:17](=[O:20])[CH2:16][CH2:15]3)[C:5]=2[N:11]=[CH:10][N:9]=1. Procedure: This compound was prepared analogous to Example 2 from 2-chloro-8-methylthio-4-(1-oxido-thiomorpholino)-pyrimido-[5,4-d]-pyrimidine (m.p. 252°-254° C.) and piperazine at 50° C. Starting materials: O=C1C2=C(C=CC3=C1C=CC(=C3)CC(=O)OCC)C=CC=C2 (ethyl (5-oxo-5H-dibenzo[a,d]cyclohepten-2yl)acetate), CI (methyl iodide), C(CCC)[Li] (n-butyl lithium), C(C)(C)NC1CCCCC1 (isopropylcyclohexylamine). Run in CCOCC (ether), O (water), O1CCCC1 (tetrahydrofuran), O1CCCC1 (tetrahydrofuran). Reaction conditions: temperature -80 celsius, time 5 minute. Yields the product C(C)(C)[N-]C1CCCCC1.[Li+] (Lithium isopropylcyclohexylamide), O=C1C2=C(C=CC3=C1C=CC(=C3)C(C(=O)OCC)C)C=CC=C2 (ethyl 2-(5-oxo-5H-dibenzo[a,d]cyclohepten-2-yl)propionate). Reaction SMILES: [CH2:1]([Li:5])CCC.[CH:6]([NH:9][CH:10]1[CH2:15][CH2:14][CH2:13][CH2:12][CH2:11]1)([CH3:8])[CH3:7].[O:16]=[C:17]1[C:23]2[CH:24]=[CH:25][C:26]([CH2:28][C:29]([O:31][CH2:32][CH3:33])=[O:30])=[CH:27][C:22]=2[CH:21]=[CH:20][C:19]2[CH:34]=[CH:35][CH:36]=[CH:37][C:18]1=2.CI>CCOCC.O.O1CCCC1>[CH:6]([N-:9][CH:10]1[CH2:15][CH2:14][CH2:13][CH2:12][CH2:11]1)([CH3:8])[CH3:7].[Li+:5].[O:16]=[C:17]1[C:23]2[CH:24]=[CH:25][C:26]([CH:28]([CH3:1])[C:29]([O:31][CH2:32][CH3:33])=[O:30])=[CH:27][C:22]=2[CH:21]=[CH:20][C:19]2[CH:34]=[CH:35][CH:36]=[CH:37][C:18]1=2 |f:7.8|. Procedure details: Lithium isopropylcyclohexylamide is prepared by adding 10 mls. of 1.0 molar n-butyl lithium to a solution of 1.41 g. of isopropylcyclohexylamine in 100 ml. of dry tetrahydrofuran. To this solution, cooled to -80° C, there is added a solution of 2.94 g. of ethyl (5-oxo-5H-dibenzo[a,d]cyclohepten-2yl)acetate (as prepared in Example I above) in 10 ml. of tetrahydrofuran. The mixture is left for 5 minutes, then 1.42 g. of methyl iodide is added. The reaction mixture is allowed attain room temperatur...